Dataset: the Open Reaction Database (ORD), a public repository of structured organic reaction records. Task: describe an organic reaction: reactants, conditions, products, and yield Reactants: ( c ), C(=O)(C(F)(F)F)O (TFA), C1(=NC=CC2=CC=CC=C12)NCCCOC=1C=CC2=C(CC3=C(C(C2)CC(=O)OCC)C=CC=C3)C1 (ethyl (±)-10,11-dihydro-3-[3-(isoquinoline-1-ylamino)-1-propyloxy]-5H-dibenzo[a,d]cycloheptene-10-acetate), N1=C(C=CC=C1)NCCCOC=1C=CC2=C(CC3=C([C@H](C2)CC(=O)OCC)C=CC=C3)C1 (ethyl (R)-10,11-dihydro-3-[3-(pyridin-2-ylamino)-1-propyloxy]-5H-dibenzo[a,d]cycloheptene-10-acetate). Solvent: O (H2O). The product is C1(=NC=CC2=CC=CC=C12)NCCCOC1=CCC=2C(CC3=C(C(C2)CC(=O)O)C=CC=C3)=C1 ((±)-10,1-Dihydro-3-[3-(isoquinoline-1-ylamino)-1-propyloxy]-5H-dibenzo[a,d]cycloheptene-10-acetic Acid). RXN SMILES: [C:1]1([NH:11][CH2:12][CH2:13][CH2:14][O:15][C:16]2[CH:17]=[CH:18][C:19]3[CH2:25][CH:24]([CH2:26][C:27]([O:29]CC)=[O:28])[C:23]4[CH:32]=[CH:33][CH:34]=[CH:35][C:22]=4[CH2:21][C:20]=3[CH:36]=2)[C:10]2[C:5](=[CH:6][CH:7]=[CH:8][CH:9]=2)[CH:4]=[CH:3][N:2]=1.N1C=CC=CC=1NCCCOC1C=CC2C[C@H](CC(OCC)=O)C3C=CC=CC=3CC=2C=1.C(O)(C(F)(F)F)=O>O>[C:1]1([NH:11][CH2:12][CH2:13][CH2:14][O:15][C:16]2[CH:36]=[C:20]3[CH2:21][C:22]4[CH:35]=[CH:34][CH:33]=[CH:32][C:23]=4[CH:24]([CH2:26][C:27]([OH:29])=[O:28])[CH:25]=[C:19]3[CH2:18][CH:17]=2)[C:10]2[C:5](=[CH:6][CH:7]=[CH:8][CH:9]=2)[CH:4]=[CH:3][N:2]=1. Reported procedure: According to the procedure of Example 6 (c), except substituting ethyl (±)-10,11-dihydro-3-[3-(isoquinoline-1-ylamino)-1-propyloxy]-5H-dibenzo[a,d]cycloheptene-10-acetate for the ethyl (R)-10,11-dihydro-3-[3-(pyridin-2-ylamino)-1-propyloxy]-5H-dibenzo[a,d]cycloheptene-10-acetate, the title compound was prepared as an amber solid: MS (ES) m/e 453.2(M+H)+. Anal. Calcd for C29H28N2O3.1.3 TFA.0.25 H2O: C, 62.71; H, 4.96; N, 4.63. Found: C, 62.45; H, 4.92; N, 4.41. Reactants: C(C1=CC=CC=C1)(C1=CC=CC=C1)(C1=CC=CC=C1)NC(COCC1=CC=C(C=C1)C=1OC2=C(N1)C=CC=C2)CO (N-trityl-1-[4-(benzoxazol-2-yl)benzyloxy]-3-hydroxy-2-propanamine), [H-].[K+] (potassium hydride), C1(=CC=CC=C1)CCCCI (4-Phenyl-1-butyl iodide). Run in C1CCOC1 (THF). Conditions: temperature 20 celsius, time 15 minute. Product: C(C1=CC=CC=C1)(C1=CC=CC=C1)(C1=CC=CC=C1)NC(COCC1=CC=C(C=C1)C=1OC2=C(N1)C=CC=C2)COCCCCC2=CC=CC=C2 (N-trityl-1-[4-(benzoxazol-2-yl)benzyloxy]-3-(4-phenylbutoxy)-2-propanamine). Reaction SMILES: [C:1]([NH:20][CH:21]([CH2:40][OH:41])[CH2:22][O:23][CH2:24][C:25]1[CH:30]=[CH:29][C:28]([C:31]2[O:32][C:33]3[CH:39]=[CH:38][CH:37]=[CH:36][C:34]=3[N:35]=2)=[CH:27][CH:26]=1)([C:14]1[CH:19]=[CH:18][CH:17]=[CH:16][CH:15]=1)([C:8]1[CH:13]=[CH:12][CH:11]=[CH:10][CH:9]=1)[C:2]1[CH:7]=[CH:6][CH:5]=[CH:4][CH:3]=1.[H-].[K+].[C:44]1([CH2:50][CH2:51][CH2:52][CH2:53]I)[CH:49]=[CH:48][CH:47]=[CH:46][CH:45]=1>C1COCC1>[C:1]([NH:20][CH:21]([CH2:40][O:41][CH2:53][CH2:52][CH2:51][CH2:50][C:44]1[CH:49]=[CH:48][CH:47]=[CH:46][CH:45]=1)[CH2:22][O:23][CH2:24][C:25]1[CH:26]=[CH:27][C:28]([C:31]2[O:32][C:33]3[CH:39]=[CH:38][CH:37]=[CH:36][C:34]=3[N:35]=2)=[CH:29][CH:30]=1)([C:2]1[CH:3]=[CH:4][CH:5]=[CH:6][CH:7]=1)([C:14]1[CH:15]=[CH:16][CH:17]=[CH:18][CH:19]=1)[C:8]1[CH:13]=[CH:12][CH:11]=[CH:10][CH:9]=1 |f:1.2|. Procedure details: N-trityl-1-[4-(benzoxazol-2-yl)benzyloxy]-3-hydroxy-2-propanamine (0.4 g; 0.74 mmol) is added to a suspension of potassium hydride (0.12 g; 1.1 mmol; 35% suspension in oil) in dry THF (4 ml) at 0° C. The reaction is stirred for 15 minutes at 20° C. 4-Phenyl-1-butyl iodide (0.21 g; 0.81 mmol) is added and the reaction mixture stirred for 15 hours. The reaction is quenched with MeOH, diluted with CH2Cl2 and washed with water 2×. The organic phase is dried (Na2SO4), concentrated and purified by col... Starting materials: C(C)(=O)OC(C)=O (acetic anhydride), C[C@@H]1[C@@H]([C@@H]([C@H]([C@@H](O1)O[C@H]2CC[C@]3([C@H]([C@]2(C)CO)CC[C@@]4([C@@H]3C=C[C@@]56[C@]4(C[C@H]([C@@]7([C@H]5CC(CC7)(C)C)CO6)O)C)C)C)O)O[C@H]8[C@@H]([C@H]([C@@H]([C@H](O8)CO)O)O)O)O (saikosaponin d), C[C@@H]1[C@@H]([C@@H]([C@H]([C@@H](O1)O[C@H]2CC[C@]3([C@H]([C@]2(C)CO)CC[C@@]4([C@@H]3C=C[C@@]56[C@]4(C[C@H]([C@@]7([C@H]5CC(CC7)(C)C)CO6)O)C)C)C)O)O[C@H]8[C@@H]([C@H]([C@@H]([C@H](O8)CO)O)O)O)O (saikosaponin d), ferric chloride. Solvent: N1=CC=CC=C1 (pyridine). Run at time 9.5 hour. The product is C[C@@H]1[C@@H]([C@@H]([C@H]([C@@H](O1)O[C@H]2CC[C@]3([C@H]([C@]2(C)CO)CC[C@@]4([C@@H]3C=CC5=C6CC(CC[C@@]6([C@@H](C[C@]54C)O)CO)(C)C)C)C)O)O[C@H]7[C@@H]([C@H]([C@@H]([C@H](O7)CO)O)O)O)O (saikosaponin b2). Reaction SMILES: [CH3:1][C@H:2]1[O:7][C@@H:6]([O:8][C@@H:9]2[C@:14]([CH2:16][OH:17])([CH3:15])[C@@H:13]3[CH2:18][CH2:19][C@@:20]4([CH3:40])[C@:25]5([CH3:39])[CH2:26][C@@H:27]([OH:38])[C@:28]67[CH2:36][O:37][C@:24]5([C@@H:29]6[CH2:30][C:31]([CH3:35])([CH3:34])[CH2:32][CH2:33]7)[CH:23]=[CH:22][C@@H:21]4[C@@:12]3([CH3:41])[CH2:11][CH2:10]2)[C@H:5]([OH:42])[C@@H:4]([O:43][C@@H:44]2[O:49][C@H:48]([CH2:50][OH:51])[C@@H:47]([OH:52])[C@H:46]([OH:53])[C@H:45]2[OH:54])[C@H:3]1[OH:55].C(OC(=O)C)(=O)C>N1C=CC=CC=1>[CH3:1][C@H:2]1[O:7][C@@H:6]([O:8][C@@H:9]2[C@:14]([CH2:16][OH:17])([CH3:15])[C@@H:13]3[CH2:18][CH2:19][C@@:20]4([CH3:40])[C@@:25]5([CH3:39])[C:24](=[C:29]6[C@@:28]([CH2:36][OH:37])([C@H:27]([OH:38])[CH2:26]5)[CH2:33][CH2:32][C:31]([CH3:35])([CH3:34])[CH2:30]6)[CH:23]=[CH:22][C@@H:21]4[C@@:12]3([CH3:41])[CH2:11][CH2:10]2)[C@H:5]([OH:42])[C@@H:4]([O:43][C@@H:44]2[O:49][C@H:48]([CH2:50][OH:51])[C@@H:47]([OH:52])[C@H:46]([OH:53])[C@H:45]2[OH:54])[C@H:3]1[OH:55]. Procedure details: By way of example, the fully acetylated saikosaponin d can be obtained by adding 10 to 20 ml of acetic anhydride to a solution of saikosaponin d in 10 to 20 ml/g of pyridine and allowing the mixture to stand at 10° C. to 50° C. for 3 to 16 hours. When this reaction mixture is stirred with a 1 to 40% (w/w) aqueous solution of ferric chloride at 10° C. to 40° C. for 1 to 10 hours for cleavage of the ether ring, there is obtained the acetylated saikosaponin b2 in which only the hydroxy group in the... The reactants are O=C([O-])[O-], CB1OB(C)OB(C)O1, O=C(Nc1cnc(Cl)nc1)c1ccc(F)c(F)c1, [Cs+], [Cs+], C1COCCO1. Product: Cc1ncc(NC(=O)c2ccc(F)c(F)c2)cn1. Reaction SMILES: [C:10](=[O:11])([O-:12])[O-:13].[CH3:1][B:2]1[O:3][B:4]([CH3:5])[O:6][B:7]([CH3:8])[O:9]1.[Cl:16][c:17]1[n:18][cH:19][c:20]([NH:23][C:24]([c:25]2[cH:26][c:27]([F:32])[c:28]([F:31])[cH:29][cH:30]2)=[O:33])[cH:21][n:22]1.[Cs+:14].[Cs+:15].[O:34]1[CH2:35][CH2:36][O:37][CH2:38][CH2:39]1>>[CH3:10][c:17]1[n:18][cH:19][c:20]([NH:23][C:24]([c:25]2[cH:26][c:27]([F:32])[c:28]([F:31])[cH:29][cH:30]2)=[O:33])[cH:21][n:22]1. Starting materials: 3-mercapto-N,N-dimethylpropanamide( ), ClC1=C(C(C2=CC=CC=C2C1=O)=O)NC1=CC=C(C=C1)S(=O)(=O)NC1=C(C=CC=C1)OC (4-(3-chloro-1,4-dioxo-1,4-dihydro-naphthalen-2-ylamino)-N-(2-methoxy-phenyl)-benzenesulfonamide), ClC=1C=C(SC1Cl)S(=O)(=O)N=C1C=C(C(C2=CC=CC=C12)=O)Cl (4,5-dichloro-N-(3-chloro-4-oxonaphthalen-1(4H)-ylidene)thiophene-2-sulfonamide). The product is ClC1=C(C(C2=CC=CC=C2C1=O)=O)NC1=CC=C(C=C1)S(=O)(=O)NC1=CC=C(C=C1)OC (4-(3-chloro-1,4-dioxo-1,4-dihydro-naphthalen-2-ylamino)-N-(4-methoxy-phenyl)-benzenesulfonamide), title compound. Yield: 48.0%. As a reaction SMILES: [Cl:1][C:2]1[C:11](=[O:12])[C:10]2[C:5](=[CH:6][CH:7]=[CH:8][CH:9]=2)[C:4](=[O:13])[C:3]=1[NH:14][C:15]1[CH:20]=[CH:19][C:18]([S:21]([NH:24][C:25]2[CH:30]=[CH:29][CH:28]=[CH:27][C:26]=2OC)(=[O:23])=[O:22])=[CH:17][CH:16]=1.ClC1C=C(S(N=C2C3C(=CC=CC=3)[C:47](=[O:54])C(Cl)=C2)(=O)=O)SC=1Cl>>[Cl:1][C:2]1[C:11](=[O:12])[C:10]2[C:5](=[CH:6][CH:7]=[CH:8][CH:9]=2)[C:4](=[O:13])[C:3]=1[NH:14][C:15]1[CH:20]=[CH:19][C:18]([S:21]([NH:24][C:25]2[CH:26]=[CH:27][C:28]([O:54][CH3:47])=[CH:29][CH:30]=2)(=[O:23])=[O:22])=[CH:17][CH:16]=1. Procedure details: 5.2.41 N,N-dimethyl-3-(1-oxo-4-(thiophen-2-ylsulfonylimino)-1,4-dihydronaphthalen-2-ylthio)propanamide (13f) was prepared according to the procedure for 13d except using 4,5-dichloro-N-(3-chloro-4-oxonaphthalen-1(4H)-ylidene)thiophenesulfonamide (12c) and 3-mercapto-N,N-dimethylpropanamide( ) which afforded the title compound 16.1 mg (48%) as a white solid, m.p.: ° C. Procedure details: Prepared as described for 2,3-dimethoxy-5-[(2-methylphenyl)ethynyl]pyridine (Intermediate 33) but using 1-iodo-3-methylbenzene instead of 1-iodo-2-methylbenzene. Reactants: COC1=NC=C(C=C1OC)C#CC1=C(C=CC=C1)C (2,3-dimethoxy-5-[(2-methylphenyl)ethynyl]pyridine), COC1=NC=C(C=C1OC)C#CC1=C(C=CC=C1)C (2,3-dimethoxy-5-[(2-methylphenyl)ethynyl]pyridine), IC1=CC(=CC=C1)C (1-iodo-3-methylbenzene). The product is OC=1C(NC=C(C1)CCC1=C(C=CC=C1)C)=O (3-Hydroxy-5-[2-(2-methylphenyl)ethyl]pyridin-2(1H)-one). Reaction SMILES: C[O:2][C:3]1[C:8]([O:9]C)=[CH:7][C:6]([C:11]#[C:12][C:13]2[CH:18]=[CH:17][CH:16]=[CH:15][C:14]=2[CH3:19])=[CH:5][N:4]=1.IC1C=CC=C(C)C=1>>[OH:9][C:8]1[C:3](=[O:2])[NH:4][CH:5]=[C:6]([CH2:11][CH2:12][C:13]2[CH:18]=[CH:17][CH:16]=[CH:15][C:14]=2[CH3:19])[CH:7]=1. Reaction SMILES: [CH3:22][c:23]1[n:24][n:25][nH:26][n:27]1.[CH3:28][OH:29].[Cl:30][CH2:31][Cl:32].[F:1][c:2]1[cH:3][c:4]([N:14]2[C:15](=[O:21])[O:16][CH:17]([CH2:19][OH:20])[CH2:18]2)[cH:5][cH:6][c:7]1-[n:8]1[n:9][n:10][c:11]([CH3:13])[cH:12]1>>[F:1][c:2]1[cH:3][c:4]([N:14]2[C:15](=[O:21])[O:16][CH:17]([CH2:19][n:25]3[n:24][c:23]([CH3:22])[n:27][n:26]3)[CH2:18]2)[cH:5][cH:6][c:7]1-[n:8]1[n:9][n:10][c:11]([CH3:13])[cH:12]1. Product: Cc1cn(-c2ccc(N3CC(Cn4nnc(C)n4)OC3=O)cc2F)nn1. Starting materials: Cc1nn[nH]n1, CO, ClCCl, Cc1cn(-c2ccc(N3CC(CO)OC3=O)cc2F)nn1.